Dataset: the Open Reaction Database (ORD), a public repository of structured organic reaction records. Task: describe an organic reaction: reactants, conditions, products, and yield The reactants are BrC=1C(=C(C=CC1)N1C(NC2=C(C=CC=C2C1=O)C)=O)C (3-(3-bromo-2-methylphenyl)-8-methylquinazoline-2,4(1H,3H)-dione), C(=O)([O-])[O-].[Cs+].[Cs+] (Cs2CO3), IC (iodomethane). The solvent is CCOC(=O)C (EtOAc), CN(C)C=O (DMF). Run at time 1.5 hour. Yields the product BrC=1C(=C(C=CC1)N1C(N(C2=C(C=CC=C2C1=O)C)C)=O)C (3-(3-bromo-2-methylphenyl)-1,8-dimethylquinazoline-2,4(1H,3H)-dione). Isolated yield 104.4%. RXN SMILES: [Br:1][C:2]1[C:3]([CH3:21])=[C:4]([N:8]2[C:17](=[O:18])[C:16]3[C:11](=[C:12]([CH3:19])[CH:13]=[CH:14][CH:15]=3)[NH:10][C:9]2=[O:20])[CH:5]=[CH:6][CH:7]=1.[C:22]([O-])([O-])=O.[Cs+].[Cs+].IC>CN(C=O)C.CCOC(C)=O>[Br:1][C:2]1[C:3]([CH3:21])=[C:4]([N:8]2[C:17](=[O:18])[C:16]3[C:11](=[C:12]([CH3:19])[CH:13]=[CH:14][CH:15]=3)[N:10]([CH3:22])[C:9]2=[O:20])[CH:5]=[CH:6][CH:7]=1 |f:1.2.3|. Procedure details: A mixture of 3-(3-bromo-2-methylphenyl)-8-methylquinazoline-2,4(1H,3H)-dione (470 mg, 1.36 mmol) and Cs2CO3 (1.33 g, 4.08 mmol) in DMF (8 mL) was treated with iodomethane (0.85 mL, 13.6 mmol) and stirred at room temperature for 1.5 h. The mixture was diluted with EtOAc, washed sequentially with water and two portions of 10% aqueous LiCl. The combined aqueous phases were extracted with EtOAc. The combined organic phases were washed sequentially with 10% aqueous LiCl and water, dried and concentra... Starting materials: CC(C)CN(CC(O)C(Cc1ccc(OCc2ccccc2)cc1)NC(=O)OC1COC2OCCC12)S(=O)(=O)c1ccc([N+](=O)[O-])cc1, CCO, [H][H], [Pt]. The product is CC(C)CN(CC(O)C(Cc1ccc(OCc2ccccc2)cc1)NC(=O)OC1COC2OCCC12)S(=O)(=O)c1ccc(N)cc1. Reaction SMILES: [CH2:1]([c:2]1[cH:3][cH:4][cH:5][cH:6][cH:7]1)[O:8][c:9]1[cH:10][cH:11][c:12]([CH2:13][CH:14]([CH:15]([CH2:16][N:17]([S:18](=[O:19])(=[O:20])[c:21]2[cH:22][cH:23][c:24]([N+:27]([O-:28])=[O:29])[cH:25][cH:26]2)[CH2:30][CH:31]([CH3:32])[CH3:33])[OH:34])[NH:35][C:36]([O:37][CH:38]2[CH2:39][O:40][CH:41]3[O:42][CH2:43][CH2:44][CH:45]23)=[O:46])[cH:47][cH:48]1.[CH3:51][CH2:52][OH:53].[H:49][H:50].[Pt:54]>>[CH2:1]([c:2]1[cH:3][cH:4][cH:5][cH:6][cH:7]1)[O:8][c:9]1[cH:10][cH:11][c:12]([CH2:13][CH:14]([CH:15]([CH2:16][N:17]([S:18](=[O:19])(=[O:20])[c:21]2[cH:22][cH:23][c:24]([NH2:27])[cH:25][cH:26]2)[CH2:30][CH:31]([CH3:32])[CH3:33])[OH:34])[NH:35][C:36]([O:37][CH:38]2[CH2:39][O:40][CH:41]3[O:42][CH2:43][CH2:44][CH:45]23)=[O:46])[cH:47][cH:48]1. The reactants are C(C)(=O)OC1=CC(=NN1C1=CC=C(C=C1)C(C)(C)C)C (5-Acetyloxy-1-(4-t-butylphenyl)-3-methyl-1H-pyrazole), C([O-])([O-])=O.[K+].[K+] (potassium carbonate), O1CCOCC1 (1,4-dioxane), O (water). Product: C(C)(C)(C)C1=CC=C(C=C1)N1N=C(C(=C1O)C(C)=O)C (1-[1-(4-t-Butylphenyl)-5-hydroxy-3-methyl-1H-pyrazol-4-yl]-ethanone). Isolated yield 66.0%. Reaction SMILES: C([O:4][C:5]1[N:9]([C:10]2[CH:15]=[CH:14][C:13]([C:16]([CH3:19])([CH3:18])[CH3:17])=[CH:12][CH:11]=2)[N:8]=[C:7]([CH3:20])[CH:6]=1)(=O)C.C(=O)([O-])[O-].[K+].[K+].O.[O:28]1CCO[CH2:30][CH2:29]1>>[C:16]([C:13]1[CH:12]=[CH:11][C:10]([N:9]2[C:5]([OH:4])=[C:6]([C:29](=[O:28])[CH3:30])[C:7]([CH3:20])=[N:8]2)=[CH:15][CH:14]=1)([CH3:17])([CH3:18])[CH3:19] |f:1.2.3|. Procedure: 5-Acetyloxy-1-(4-t-butylphenyl)-3-methyl-1H-pyrazole (4.21 g, 15.5 mmol) in 1,4-dioxane (150 mL) was stirred with potassium carbonate (2.14 g, 15.5 mmol) at 110° C. for 3.5 hours, and after addition of water (50 mL), the organic solvent was removed by distillation. Then, ethyl acetate, water and 6 M hydrochloric acid were added to adjust the aqueous layer to pH 2, and the aqueous layer and the organic layer were separated. The aqueous layer was extracted with ethyl acetate twice, and the organic... Reactants: [H-].[Na+] (NaH), BrC1=CC=C(C(=N1)C(=O)OCC)N(S(=O)(=O)C)C (ethyl 6-bromo-3-[methyl(methylsulfonyl)amino]pyridine-2-carboxylate). Solvent: CN(C)C=O (DMF), CN(C)C=O (DMF). Conditions: time 5 minute. Product: BrC=1C=CC=2N(S(CC(C2N1)=O)(=O)=O)C (6-bromo-1-methyl-2,2-dioxo-pyrido[3,2-c]thiazin-4-one). RXN SMILES: [H-].[Na+].[Br:3][C:4]1[N:9]=[C:8]([C:10](OCC)=[O:11])[C:7]([N:15]([CH3:20])[S:16]([CH3:19])(=[O:18])=[O:17])=[CH:6][CH:5]=1>CN(C=O)C>[Br:3][C:4]1[CH:5]=[CH:6][C:7]2[N:15]([CH3:20])[S:16](=[O:18])(=[O:17])[CH2:19][C:10](=[O:11])[C:8]=2[N:9]=1 |f:0.1|. Reported procedure: To a three necked flask flushed with argon was added NaH (60%, 0.75 g, 18.7 mmol) followed by DMF (10 ml) and stirring was continued for 5 min followed by addition of a solution of ethyl 6-bromo-3-[methyl(methylsulfonyl)amino]pyridine-2-carboxylate (3.16 g, 9.37 mmol) in DMF (35 ml, rinsed with 2×2.5 ml) at ambient temperature giving a reddish solution under effervescence. After stirring for 1 hour the reaction mixture was concentrated under reduced pressure followed by addition of water and eth... Starting materials: Cl.CNO (N-methyl-hydroxylamine hydrochloride), CO[Na] (MeONa), CO (MeOH), BrC=1C=C2C(CC(OC2=CC1F)C1=CC=CC=C1)=NC#N (N-(6-bromo-7-fluoro-2-phenylchroman-4-ylidene)cyanamide). Conditions: time 10 minute. Yields the product BrC=1C=C2C(=CC1F)OC(CC21N=C(N(O1)C)N)C1=CC=CC=C1 (6-bromo-7-fluoro-2′-methyl-2-phenyl-2′H-spiro[chroman-4,5′-[1,2,4]oxadiazol]-3′-amine). The yield is 30.0%. Reaction SMILES: Cl.[CH3:2][NH:3][OH:4].CO[Na].[Br:8][C:9]1[CH:10]=[C:11]2C(=[CH:17][C:18]=1[F:19])O[CH:14]([C:20]1[CH:25]=[CH:24][CH:23]=[CH:22][CH:21]=1)[CH2:13][C:12]2=[N:26][C:27]#[N:28].[CH3:29][OH:30]>>[Br:8][C:9]1[CH:10]=[C:11]2[C:12]3([O:4][N:3]([CH3:2])[C:27]([NH2:28])=[N:26]3)[CH2:13][CH:14]([C:20]3[CH:21]=[CH:22][CH:23]=[CH:24][CH:25]=3)[O:30][C:29]2=[CH:17][C:18]=1[F:19] |f:0.1|. Reported procedure: To a solution of N-methyl-hydroxylamine hydrochloride (35 mg, 0.355 mmol) in MeOH (5 mL) was added MeONa (0.07 mL, 25% (Wt.) in MeOH), followed by N-(6-bromo-7-fluoro-2-phenylchroman-4-ylidene)cyanamide (122 mg, 0.355 mmol). After stirred for 10 minutes, the solvent was removed in vacuo. The residue was purified by preparative TLC to give 6-bromo-7-fluoro-2′-methyl-2-phenyl-2′H-spiro[chroman-4,5′-[1,2,4]oxadiazol]-3′-amine (30 mg, 30%). 1H-NMR (MeOD): 2.18 (m, 1H), 2.33 (m, 1H), 3.08 (d, 3H), 5.... Reactants: O=S(=O)(O)Cl, CC(=O)Nc1cccc(F)c1, O. The product is CC(=O)Nc1ccc(S(=O)(=O)Cl)c(F)c1. RXN SMILES: [Cl:12][S:13](=[O:14])(=[O:15])[OH:16].[F:1][c:2]1[cH:3][c:4]([NH:8][C:9]([CH3:10])=[O:11])[cH:5][cH:6][cH:7]1.[OH2:17]>>[F:1][c:2]1[cH:3][c:4]([NH:8][C:9]([CH3:10])=[O:11])[cH:5][cH:6][c:7]1[S:13]([Cl:12])(=[O:14])=[O:15].